This data is from the Open Reaction Database (ORD), a public repository of structured organic reaction records. The task is: describe an organic reaction: reactants, conditions, products, and yield Yield: 80.7%. Reaction SMILES: [CH3:1][S:2](Cl)(=[O:4])=[O:3].[C:6]([NH2:10])([CH3:9])([CH3:8])[CH3:7].Cl>C(Cl)(Cl)Cl>[C:6]([NH:10][S:2]([CH3:1])(=[O:4])=[O:3])([CH3:9])([CH3:8])[CH3:7]. Conditions: time 3 hour. Reported procedure: Methanesulfonyl chloride (229 g) was added dropwise to a solution (800 ml) of t-butylamine (420 g) in chloroform under cooling in an ice bath for 90 minutes. After stirring for 3 hours at room temperature, the solution was refluxed under heating for 1 hour. The resulting reaction mixture was cooled with ice, made acidic by adding dilute hydrochloric acid, and extracted with chloroform. The organic layer was washed with water and dried over sodium sulfate. The resulting solution was distilled und... Starting materials: CS(=O)(=O)Cl (Methanesulfonyl chloride), C(C)(C)(C)N (t-butylamine), Cl (hydrochloric acid). The solvent is C(Cl)(Cl)Cl (chloroform). Product: C(C)(C)(C)NS(=O)(=O)C (N-t-butylmethanesulfonamide). The reactants are Cl.C(=O)(OCC)[C@H](CCC)N[C@@H](C)C(=O)Cl (N-((S)-1-carbethoxybutyl)-L-alanyl chloride hydrochloride), [OH-].[Na+] (NaOH), C[Si](Cl)(C)C (Trimethylchlorosilane), N1[C@@H](C[C@@H]2CCCC[C@H]12)C(=O)O ((2S,3aS,7aS)-octahydroindole-2-carboxylic acid), [OH-].[Na+] (NaOH). Solvent: ClCCl (dichloromethane), C(C)N(CC)CC (triethyl amine), ClCCl (dichloromethane), C(C)N(CC)CC (triethyl amine), [Cl-].[Na+].O (brine). Reaction conditions: temperature 22.5 celsius, time 2 hour. Product: CCC[C@@H](C(=O)OCC)N[C@@H](C)C(=O)N1[C@H]2CCCC[C@H]2C[C@H]1C(=O)O (perindopril). RXN SMILES: C[Si](C)(C)Cl.[NH:6]1[C@@H:14]2[C@@H:9]([CH2:10][CH2:11][CH2:12][CH2:13]2)[CH2:8][C@H:7]1[C:15]([OH:17])=[O:16].Cl.[C:19]([C@@H:24]([NH:28][C@H:29]([C:31](Cl)=[O:32])[CH3:30])[CH2:25][CH2:26][CH3:27])([O:21][CH2:22][CH3:23])=[O:20].[OH-].[Na+]>ClCCl.[Cl-].[Na+].O.C(N(CC)CC)C>[CH3:27][CH2:26][CH2:25][C@H:24]([NH:28][C@H:29]([C:31]([N:6]1[C@H:7]([C:15]([OH:17])=[O:16])[CH2:8][C@H:9]2[C@@H:14]1[CH2:13][CH2:12][CH2:11][CH2:10]2)=[O:32])[CH3:30])[C:19]([O:21][CH2:22][CH3:23])=[O:20] |f:2.3,4.5,7.8.9|. Reported procedure: Trimethylchlorosilane (2.86 ml) and triethyl amine (3.08 ml) were added to (2S,3aS,7aS)-octahydroindole-2-carboxylic acid (3.72 g) in dichloromethane (60 ml) at 20-25° C. and stirred at 20-25° C. for two hours. After two hours triethyl amine (2.8 ml) was added, the suspension was cooled to −15° C., a suspension of N-((S)-1-carbethoxybutyl)-L-alanyl chloride hydrochloride (5.5 g) in dichloromethane (60 ml), which has been cooled to −15° C., was poured thereto and the stirring was continued at −15... Reactants: FC1=CC=C(C=C1)C=1C(=NC=NC1N1CCC(CC1)C=1N(C=C(N1)C1=CC(=C(C=C1)F)C(F)(F)F)C)N (5-(4-Fluoro-phenyl)-6-{4-[4-(4-fluoro-3-trifluoromethyl-phenyl)-1-methyl-1H-imidazol-2-yl]-piperidin-1-yl}-pyrimidin-4-ylamine), N1C=CC2=CC(=CC=C12)B1OC(C)(C)C(C)(C)O1 ((1H-indol-5-yl)boronic acid pinacol ester). The product is FC1=C(C=C(C=C1)C=1N=C(N(C1)C)C1CCN(CC1)C1=C(C(=NC=N1)N)C=1C=C2C=CNC2=CC1)C(F)(F)F (6-{4-[4-(4-Fluoro-3-trifluoromethyl-phenyl)-1-methyl-1H-imidazol-2-yl]-piperidin-1-yl}-5-(1H-indol-5-yl)-pyrimidin-4-ylamine). RXN SMILES: F[C:2]1[CH:7]=[CH:6][C:5]([C:8]2[C:9]([NH2:37])=[N:10][CH:11]=[N:12][C:13]=2[N:14]2[CH2:19][CH2:18][CH:17]([C:20]3[N:21]([CH3:36])[CH:22]=[C:23]([C:25]4[CH:30]=[CH:29][C:28]([F:31])=[C:27]([C:32]([F:35])([F:34])[F:33])[CH:26]=4)[N:24]=3)[CH2:16][CH2:15]2)=[CH:4][CH:3]=1.[NH:38]1C2C(=CC(B3OC(C)(C)C(C)(C)O3)=CC=2)[CH:40]=[CH:39]1>>[F:31][C:28]1[CH:29]=[CH:30][C:25]([C:23]2[N:24]=[C:20]([CH:17]3[CH2:18][CH2:19][N:14]([C:13]4[N:12]=[CH:11][N:10]=[C:9]([NH2:37])[C:8]=4[C:5]4[CH:4]=[C:3]5[C:2](=[CH:7][CH:6]=4)[NH:38][CH:39]=[CH:40]5)[CH2:15][CH2:16]3)[N:21]([CH3:36])[CH:22]=2)=[CH:26][C:27]=1[C:32]([F:34])([F:35])[F:33]. Reported procedure: The title compound was prepared in an analogous manner as 5-(4-Fluoro-phenyl)-6-{4-[4-(4-fluoro-3-trifluoromethyl-phenyl)-1-methyl-1H-imidazol-2-yl]-piperidin-1-yl}-pyrimidin-4-ylamine using (1H-indol-5-yl)boronic acid pinacol ester instead of 4-fluorophenylboronic acid. LC-MS: (M+1=536, obsd.=536). The reactants are C(C)OC(=O)C1=C(N=C(S1)Br)C (2-bromo-4-methyl-thiazole-5-carboxylic acid ethyl ester), N1N=CC=C1B(O)O (1H-pyrazole-5-boronic acid), C([O-])([O-])=O.[K+].[K+] (potassium carbonate). Reagents/catalysts: C=1C=CC(=CC1)[P](C=2C=CC=CC2)(C=3C=CC=CC3)[Pd]([P](C=4C=CC=CC4)(C=5C=CC=CC5)C=6C=CC=CC6)([P](C=7C=CC=CC7)(C=8C=CC=CC8)C=9C=CC=CC9)[P](C=1C=CC=CC1)(C=1C=CC=CC1)C=1C=CC=CC1 (Pd(PPh3)4). The solvent is C1(=CC=CC=C1)C (toluene), O (water), C(C)O (ethanol). Reaction conditions: temperature 100 celsius. Yields the product C(C)OC(=O)C1=C(N=C(S1)C=1NN=CC1)C (4-methyl-2-(2H-pyrazol-3-yl)-thiazole-5-carboxylic acid ethyl ester). Isolated yield 79.1%. As a reaction SMILES: [CH2:1]([O:3][C:4]([C:6]1[S:10][C:9](Br)=[N:8][C:7]=1[CH3:12])=[O:5])[CH3:2].[NH:13]1[C:17](B(O)O)=[CH:16][CH:15]=[N:14]1.C(=O)([O-])[O-].[K+].[K+]>C1(C)C=CC=CC=1.O.C(O)C.C1C=CC([P]([Pd]([P](C2C=CC=CC=2)(C2C=CC=CC=2)C2C=CC=CC=2)([P](C2C=CC=CC=2)(C2C=CC=CC=2)C2C=CC=CC=2)[P](C2C=CC=CC=2)(C2C=CC=CC=2)C2C=CC=CC=2)(C2C=CC=CC=2)C2C=CC=CC=2)=CC=1>[CH2:1]([O:3][C:4]([C:6]1[S:10][C:9]([C:17]2[NH:13][N:14]=[CH:15][CH:16]=2)=[N:8][C:7]=1[CH3:12])=[O:5])[CH3:2] |f:2.3.4,^1:41,43,62,81|. Procedure: To a solution of 2-bromo-4-methyl-thiazole-5-carboxylic acid ethyl ester (2.0 g, 7.99 mmol) in toluene (60 mL), water (20 mL) and ethanol (20 mL) was added 1H-pyrazole-5-boronic acid (1.79 g, 15.99 mmol), Pd(PPh3)4 (0.92 g, 0.80 mmol), and potassium carbonate (3.30 g, 23.98 mmol). The resulting mixture was degassed three times and heated to 100° C. for 16 hr. The reaction mixture was cooled to room temperature, diluted with ethyl acetate (200 mL) and washed with brine (2×100 mL). The organic pha... The reactants are C[Si](C)(C)C[Mg]Cl (Trimethylsilylmethylmagnesium chloride), solution, O=C1NC(CCCCCCC1=O)C(=O)OCC (Ethyl 2,3-di-oxo-1-azacyclodecane-10-carboxylate). Run in CCOCC (ether), CCOCC (ether). Reaction conditions: temperature 0 celsius, time 20 minute. Product: C[Si](C)(C)CC1(C(NC(CCCCCC1)C(=O)OCC)=O)O (ethyl 3-(trimethylsilylmethyl)-3-hydroxy-2-oxo-1-azacyclodecane-10-carboxylate). RXN SMILES: [O:1]=[C:2]1[C:11](=[O:12])[CH2:10][CH2:9][CH2:8][CH2:7][CH2:6][CH2:5][CH:4]([C:13]([O:15][CH2:16][CH3:17])=[O:14])[NH:3]1.[CH3:18][Si:19]([CH2:22][Mg]Cl)([CH3:21])[CH3:20]>CCOCC>[CH3:18][Si:19]([CH2:22][C:11]1([OH:12])[CH2:10][CH2:9][CH2:8][CH2:7][CH2:6][CH2:5][CH:4]([C:13]([O:15][CH2:16][CH3:17])=[O:14])[NH:3][C:2]1=[O:1])([CH3:21])[CH3:20]. Procedure details: Ethyl 2,3-di-oxo-1-azacyclodecane-10-carboxylate (5.02 g, 20.81 mmol) is dissolved in ether (50 mL), and cooled to 0° C. Trimethylsilylmethylmagnesium chloride (42.0 mL of a 1.0M solution in ether, 42.0 mmol) is added dropwise, the reaction is stirred at 0° C. for 20 minutes, and then heated to reflux overnight. The reaction is quenched with saturated ammonium chloride, and extracted several times with ethyl acetate. The combined organic layers are dried (Na2SO4), and the solvent is evaporated. ...